describe an organic reaction: reactants, conditions, products, and yield From a dataset of the Open Reaction Database (ORD), a public repository of structured organic reaction records. Starting materials: [N+](=O)([O-])C1=CC=C2C(=NN(C(C2=C1)=O)C1=CC=C(C=C1)C(C)(C)C)NC=1N(N=C(C1)C)C(C)(C)C (7-Nitro-4-(2-tert-butyl-5-methyl-2H-pyrazol-3-ylamino)-2-(4-tert-butyl-phenyl)-2H-phthalazin-1-one). The solvent is C(=O)O (formic acid). Product: C(C)(C)(C)C1=CC=C(C=C1)N1C(C2=CC(=CC=C2C(=N1)NC=1NN=C(C1)C)[N+](=O)[O-])=O (2-(4-tert-Butyl-phenyl)-4-(5-methyl-2H-pyrazol-3-ylamino)-7-nitro-2H-phthalazin-1-one). Isolated yield 52.9%. As a reaction SMILES: [N+:1]([C:4]1[CH:13]=[C:12]2[C:7]([C:8]([NH:25][C:26]3[N:27](C(C)(C)C)[N:28]=[C:29]([CH3:31])[CH:30]=3)=[N:9][N:10]([C:15]3[CH:20]=[CH:19][C:18]([C:21]([CH3:24])([CH3:23])[CH3:22])=[CH:17][CH:16]=3)[C:11]2=[O:14])=[CH:6][CH:5]=1)([O-:3])=[O:2]>C(O)=O>[C:21]([C:18]1[CH:19]=[CH:20][C:15]([N:10]2[N:9]=[C:8]([NH:25][C:26]3[NH:27][N:28]=[C:29]([CH3:31])[CH:30]=3)[C:7]3[C:12](=[CH:13][C:4]([N+:1]([O-:3])=[O:2])=[CH:5][CH:6]=3)[C:11]2=[O:14])=[CH:16][CH:17]=1)([CH3:24])([CH3:22])[CH3:23]. Procedure details: 15 mg 7-Nitro-4-(2-tert-butyl-5-methyl-2H-pyrazol-3-ylamino)-2-(4-tert-butyl-phenyl)-2H-phthalazin-1-one (preparation see ZB-1) were deprotected by heating in formic acid as described for ZA-1. Evaporation of excess formic acid and chromatography of the residue on silica, eluting with dichloromethane and then with dichloromethane/methanol 20:1 gave 7 mg of the title product. 1H-NMR: (400 MHz, D6-DMSO) 11.9 (1H, br s), 9.53 (1H, br s), 8.98 (1H, s), 8.80 (1H, d), 8.71 (1H, d), 7.65 (2H, d), 7.54 ... Reactants: BrC1=C(C=CC(=C1)F)O (2-bromo-4-fluorophenol), C([O-])([O-])=O.[K+].[K+] (potassium carbonate), BrC1COCC1 (3-bromotetrahydrofuran). Solvent: C(C)#N (acetonitrile). Reaction conditions: temperature 85 celsius. Yields the product BrC1=C(OC2COCC2)C=CC(=C1)F (3-(2-Bromo-4-fluorophenoxy)-tetrahydrofuran). The yield is 143.7%. RXN SMILES: [Br:1][C:2]1[CH:7]=[C:6]([F:8])[CH:5]=[CH:4][C:3]=1[OH:9].C(=O)([O-])[O-].[K+].[K+].Br[CH:17]1[CH2:21][CH2:20][O:19][CH2:18]1>C(#N)C>[Br:1][C:2]1[CH:7]=[C:6]([F:8])[CH:5]=[CH:4][C:3]=1[O:9][CH:17]1[CH2:21][CH2:20][O:19][CH2:18]1 |f:1.2.3|. Procedure details: To a solution of 2-bromo-4-fluorophenol (500 mg, 2.62 mmol) in acetonitrile (5 ml) was added potassium carbonate (1090 mg, 7.85 mmol) followed by 3-bromotetrahydrofuran (1000 mg, 6.62 mmol) and the resulting solution was heated to 85° C. in a Reacti-vial™ for 72 hours. The reaction mixture was cooled then the solvents removed in vacuo. tert-Butyl-dimethyl ether (20 ml) and sodium hydroxide (10% aqueous solution) (10 ml) were added and the layers were separated. The organic layer was washed with ... The reactants are CN(C)c1ccncc1, CS(=N)(=O)c1ccc(C(=O)Nc2ccc(Cl)cc2C(=O)Nc2ccc(Cl)cn2)cc1, ClCCl, N#CBr. Reaction SMILES: [CH3:34][N:35]([c:36]1[cH:37][cH:38][n:39][cH:40][cH:41]1)[CH3:42].[Cl:1][c:2]1[cH:3][cH:4][c:5]([NH:8][C:9](=[O:10])[c:11]2[c:12]([NH:18][C:19](=[O:20])[c:21]3[cH:22][cH:23][c:24]([S:27](=[O:28])(=[NH:29])[CH3:30])[cH:25][cH:26]3)[cH:13][cH:14][c:15]([Cl:17])[cH:16]2)[n:6][cH:7]1.[Cl:43][CH2:44][Cl:45].[N:31]#[C:32][Br:33]>>[Cl:1][c:2]1[cH:3][cH:4][c:5]([NH:8][C:9](=[O:10])[c:11]2[c:12]([NH:18][C:19](=[O:20])[c:21]3[cH:22][cH:23][c:24]([S:27](=[O:28])(=[N:29][C:32]#[N:31])[CH3:30])[cH:25][cH:26]3)[cH:13][cH:14][c:15]([Cl:17])[cH:16]2)[n:6][cH:7]1. Yields the product CS(=O)(=NC#N)c1ccc(C(=O)Nc2ccc(Cl)cc2C(=O)Nc2ccc(Cl)cn2)cc1. Reactants: ClC1=CC(N(C(N1CC1=CC=C(C=C1)C1=C(C=CC=C1)C1=NN=NN1C(C1=CC=CC=C1)(C1=CC=CC=C1)C1=CC=CC=C1)=O)CCC)=O (6-chloro-3-propyl-1-[[2'-(N-trityltetrazol-5-yl)biphenyl-4-yl]methyl]pyrimidine-2,4(1H,3H)-dione), C(C)S (ethylmercaptan), C([O-])([O-])=O.[K+].[K+] (potassium carbonate). The solvent is C(C)#N (acetonitrile). Run at temperature 70 celsius. Product: C(C)SC1=CC(N(C(N1CC1=CC=C(C=C1)C1=C(C=CC=C1)C1=NN=NN1)=O)CCC)=O (6-Ethylthio-3-propyl-1-[[2'-(1H-tetrazol-5-yl)biphenyl-4-yl]methyl]pyrimidine-2,4(1H,3H)-dione). Yield: 48.0%. Reaction SMILES: Cl[C:2]1[N:7]([CH2:8][C:9]2[CH:14]=[CH:13][C:12]([C:15]3[CH:20]=[CH:19][CH:18]=[CH:17][C:16]=3[C:21]3[N:25](C(C4C=CC=CC=4)(C4C=CC=CC=4)C4C=CC=CC=4)[N:24]=[N:23][N:22]=3)=[CH:11][CH:10]=2)[C:6](=[O:45])[N:5]([CH2:46][CH2:47][CH3:48])[C:4](=[O:49])[CH:3]=1.[CH2:50]([SH:52])[CH3:51].C(=O)([O-])[O-].[K+].[K+]>C(#N)C>[CH2:50]([S:52][C:2]1[N:7]([CH2:8][C:9]2[CH:10]=[CH:11][C:12]([C:15]3[CH:20]=[CH:19][CH:18]=[CH:17][C:16]=3[C:21]3[NH:22][N:23]=[N:24][N:25]=3)=[CH:13][CH:14]=2)[C:6](=[O:45])[N:5]([CH2:46][CH2:47][CH3:48])[C:4](=[O:49])[CH:3]=1)[CH3:51] |f:2.3.4|. Reported procedure: A mixture of 6-chloro-3-propyl-1-[[2'-(N-trityltetrazol-5-yl)biphenyl-4-yl]methyl]pyrimidine-2,4(1H,3H)-dione (0.6 g), ethylmercaptan (0.08 ml) and potassium carbonate (0.25 g) in acetonitrile (10 ml) was heated at 70° C. for 2 hours with stirring. The insoluble material was removed from the reaction mixture by filtration and the filtrate was concentrated to dryness. The resulting residue was dissolved in methanol (15 ml) and then 1N hydrochloric acid (2 ml) was added to the solution, followed b... Starting materials: NCCC1=CC=C(C=C1)O (Tyramine), C(C)(C)N(CC)C(C)C (diisopropylethylamine), ClC1=NC=C(C=N1)CC (2-chloro-5-ethylpyrimidine). Run in CN(C)C=O (DMF). Conditions: time 15 minute. Product: C(C)C=1C=NC(=NC1)NCCC1=CC=C(C=C1)O (4-{2-[(5-Ethylpyrimidin-2-yl)amino]ethyl}phenol). Yield: 58.0%. Reaction SMILES: [NH2:1][CH2:2][CH2:3][C:4]1[CH:9]=[CH:8][C:7]([OH:10])=[CH:6][CH:5]=1.C(N(C(C)C)CC)(C)C.Cl[C:21]1[N:26]=[CH:25][C:24]([CH2:27][CH3:28])=[CH:23][N:22]=1>CN(C=O)C>[CH2:27]([C:24]1[CH:23]=[N:22][C:21]([NH:1][CH2:2][CH2:3][C:4]2[CH:9]=[CH:8][C:7]([OH:10])=[CH:6][CH:5]=2)=[N:26][CH:25]=1)[CH3:28]. Procedure details: Tyramine (5.52 g, 0.040 mol) in 40 ml of anhydrous DMF was treated with diisopropylethylamine (6.1 ml, 0.035 mol). After stirring at rt for 15 minutes, 2-chloro-5-ethylpyrimidine (4.25 ml, 0.035 mol) was added and the mixture heated at 80° C. for 14 hours. The solution was allowed to cool to room temperature and was partitioned between equal volumes of water and ethyl acetate. The aqueous phase was washed with ethyl acetate and the combined organic phases were dried over MgSO4 and concentrated. ... Reactants: CS(=O)(=O)C1=NC(=C(C(=N1)OC=1C=NC=CC1)C1=CC=C(C=C1)Cl)C1=C(C=C(C=C1)Cl)Cl (2-methylsulfonyl-4-(3-pyridyloxy)-5-(4-chlorophenyl)-6-(2,4-dichlorophenyl)pyrimidine), C(CCC)[Li] (n-butyl lithium), C1(CCC1)CO (cyclobutylmethanol). Yields the product C1(CCC1)COC1=NC(=C(C(=N1)OC=1C=NC=CC1)C1=CC=C(C=C1)Cl)C1=C(C=C(C=C1)Cl)Cl (2-cyclobutylmethoxy-4-(3-pyridyloxy)-5-(4-chlorophenyl)-6-(2,4-dichlorophenyl)pyrimidine). As a reaction SMILES: CS([C:5]1[N:10]=[C:9]([O:11][C:12]2[CH:13]=[N:14][CH:15]=[CH:16][CH:17]=2)[C:8]([C:18]2[CH:23]=[CH:22][C:21]([Cl:24])=[CH:20][CH:19]=2)=[C:7]([C:25]2[CH:30]=[CH:29][C:28]([Cl:31])=[CH:27][C:26]=2[Cl:32])[N:6]=1)(=O)=O.C([Li])CCC.[CH:38]1([CH2:42][OH:43])[CH2:41][CH2:40][CH2:39]1>>[CH:38]1([CH2:42][O:43][C:5]2[N:10]=[C:9]([O:11][C:12]3[CH:13]=[N:14][CH:15]=[CH:16][CH:17]=3)[C:8]([C:18]3[CH:23]=[CH:22][C:21]([Cl:24])=[CH:20][CH:19]=3)=[C:7]([C:25]3[CH:30]=[CH:29][C:28]([Cl:31])=[CH:27][C:26]=3[Cl:32])[N:6]=2)[CH2:41][CH2:40][CH2:39]1. Reported procedure: 2-Methylsulfonyl-4-(3-pyridyloxy)-5-(4-chlorophenyl)-6-(2,4-dichlorophenyl)pyrimidine from Example 86 (50 mg, 0.1 mmol) was reacted with 2 equivalents each of n-butyl lithium and cyclobutylmethanol by the procedure described in Reference Examples 6 and 7 to afford 2-cyclobutylmethoxy-4-(3-pyridyloxy)-5-(4-chlorophenyl)-6-(2,4-dichlorophenyl)pyrimidine: HPLC/MS: m/e=512 (M++1); Rt=4.40 min. 1H-NMR 400 MHz (CDCl3): δ 1.80-1.98 (m, 4H), 2.10-2.11(m, 2H), 2.74(m, 1H), 4.20 (d, J=7 Hz, 2H), 7.00 (m, ... Yield: 42.0%. As a reaction SMILES: [CH2:1]([CH:3]([CH2:34][CH3:35])[CH:4]([NH:16][C:17]1[CH:22]=[CH:21][C:20]([C:23]([N:25]([CH3:33])[CH2:26][CH2:27][C:28]([O:30]CC)=[O:29])=[O:24])=[CH:19][CH:18]=1)[C:5]1[O:6][C:7]2[CH:14]=[CH:13][C:12]([F:15])=[CH:11][C:8]=2[C:9]=1[CH3:10])[CH3:2].[OH-].[Na+]>CCCCCC.C(O)C.C(O)C.O1CCCC1>[CH2:34]([CH:3]([CH2:1][CH3:2])[CH:4]([NH:16][C:17]1[CH:22]=[CH:21][C:20]([C:23]([N:25]([CH3:33])[CH2:26][CH2:27][C:28]([OH:30])=[O:29])=[O:24])=[CH:19][CH:18]=1)[C:5]1[O:6][C:7]2[CH:14]=[CH:13][C:12]([F:15])=[CH:11][C:8]=2[C:9]=1[CH3:10])[CH3:35] |f:1.2,3.4|. Reaction conditions: time 20 minute. Yields the product C(C)C(C(C=1OC2=C(C1C)C=C(C=C2)F)NC2=CC=C(C=C2)C(=O)N(CCC(=O)O)C)CC (3-{[(4-{[2-ethyl-1-(5-fluoro-3-methyl-1-benzofuran-2-yl)butyl]amino}phenyl)carbonyl](methyl)amino}propanoic acid). Solvent: C(C)O (ethanol), CCCCCC.C(C)O (hexane ethanol), O1CCCC1 (tetrahydrofuran). Starting materials: C(C)C(C(C=1OC2=C(C1C)C=C(C=C2)F)NC2=CC=C(C=C2)C(=O)N(CCC(=O)OCC)C)CC (Ethyl 3-{[(4-{[2-ethyl-1-(5-fluoro-3-methyl-1-benzofuran-2-yl)butyl]amino}phenyl)carbonyl](methyl)amino}propanoate), [OH-].[Na+] (sodium hydroxide). Procedure details: Ethyl 3-{[(4-{[2-ethyl-1-(5-fluoro-3-methyl-1-benzofuran-2-yl)butyl]amino}phenyl)carbonyl](methyl)amino}propanoate (9.18 g) obtained in Example A71(5) was dissolved in hexane-ethanol (1:1, volume ratio), subjected to HPLC using CHIRALPAK AD (50 mm ID×500 mL, manufactured by Daicel Chemical Industries, Ltd.), and eluted with hexane-ethanol (1:1, volume ratio) as a mobile phase at room temperature and at a flow rate 60 mL/min. The resulting fraction containing an optically active form having a sho... Starting materials: C1(=CC=C(C=C1)C[C@H](C1=NC(=NO1)C)NC(=O)C=1C=C(C=CC1OCC1=CC=CC=C1)C1=CC(=CC(=C1)C(F)(F)F)C(F)(F)F)C1=CC=CC=C1 (4-benzyloxy-3′,5′-bis-trifluoromethyl-biphenyl-3-carboxylic acid [2-biphenyl-4-yl-1-(R)-(3-methyl-[1,2,4]oxadiazol-5-yl)-ethyl]-amide), B(Br)(Br)Br (boron tribromide). Product: C1(=CC=C(C=C1)C[C@H](C1=NC(=NO1)C)NC(=O)C=1C=C(C=CC1O)C1=CC(=CC(=C1)C(F)(F)F)C(F)(F)F)C1=CC=CC=C1 (4-Hydroxy-3′,5′-bis-trifluoromethyl-biphenyl-3-carboxylic acid [2-biphenyl-4-yl-1-(R)-(3-methyl-[1,2,4]oxadiazol-5-yl)-ethyl]-amide). Yield: 86.7%. Reaction SMILES: [C:1]1([C:46]2[CH:51]=[CH:50][CH:49]=[CH:48][CH:47]=2)[CH:6]=[CH:5][C:4]([CH2:7][C@@H:8]([NH:15][C:16]([C:18]2[CH:19]=[C:20]([C:32]3[CH:37]=[C:36]([C:38]([F:41])([F:40])[F:39])[CH:35]=[C:34]([C:42]([F:45])([F:44])[F:43])[CH:33]=3)[CH:21]=[CH:22][C:23]=2[O:24]CC2C=CC=CC=2)=[O:17])[C:9]2[O:13][N:12]=[C:11]([CH3:14])[N:10]=2)=[CH:3][CH:2]=1.B(Br)(Br)Br>>[C:1]1([C:46]2[CH:51]=[CH:50][CH:49]=[CH:48][CH:47]=2)[CH:2]=[CH:3][C:4]([CH2:7][C@@H:8]([NH:15][C:16]([C:18]2[CH:19]=[C:20]([C:32]3[CH:33]=[C:34]([C:42]([F:43])([F:44])[F:45])[CH:35]=[C:36]([C:38]([F:40])([F:41])[F:39])[CH:37]=3)[CH:21]=[CH:22][C:23]=2[OH:24])=[O:17])[C:9]2[O:13][N:12]=[C:11]([CH3:14])[N:10]=2)=[CH:5][CH:6]=1. Procedure details: 4-Hydroxy-3′,5′-bis-trifluoromethyl-biphenyl-3-carboxylic acid [2-biphenyl-4-yl-1-(R)-(3-methyl-[1,2,4]oxadiazol-5-yl)-ethyl]-amide (53 mg) was prepared from 4-benzyloxy-3′,5′-bis-trifluoromethyl-biphenyl-3-carboxylic acid [2-biphenyl-4-yl-1-(R)-(3-methyl-[1,2,4]oxadiazol-5-yl)-ethyl]-amide (70 mg, 0.1 mmol) and boron tribromide (0.25 mL, 0.25 mmol, 1.0 M solution in DCM) following the general procedure P.